Task: describe an organic reaction: reactants, conditions, products, and yield. Dataset: the Open Reaction Database (ORD), a public repository of structured organic reaction records Reactants: [Na] (sodium), COCCO (2-methoxyethanol), ClC1=C(C=C(C(=C1)Cl)OC)NC1=C(C=NC2=CC(=C(C=C12)OC)F)C#N (4-[(2,4-Dichloro-5-methoxyphenyl)amino]-7-fluoro-6-methoxy-3-quinolinecarbonitrile). Conditions: temperature 125 celsius. The product is ClC1=C(C=C(C(=C1)Cl)OC)NC1=C(C=NC2=CC(=C(C=C12)OC)OCCOC)C#N (4-[(2,4-dichloro-5-methoxyphenyl)amino]-6-methoxy-7-[2-methoxyethoxy]-3-quinolinecarbonitrile). As a reaction SMILES: [Na].[Cl:2][C:3]1[CH:8]=[C:7]([Cl:9])[C:6]([O:10][CH3:11])=[CH:5][C:4]=1[NH:12][C:13]1[C:22]2[C:17](=[CH:18][C:19](F)=[C:20]([O:23][CH3:24])[CH:21]=2)[N:16]=[CH:15][C:14]=1[C:26]#[N:27].[CH3:28][O:29][CH2:30][CH2:31][OH:32]>>[Cl:2][C:3]1[CH:8]=[C:7]([Cl:9])[C:6]([O:10][CH3:11])=[CH:5][C:4]=1[NH:12][C:13]1[C:22]2[C:17](=[CH:18][C:19]([O:32][CH2:31][CH2:30][O:29][CH3:28])=[C:20]([O:23][CH3:24])[CH:21]=2)[N:16]=[CH:15][C:14]=1[C:26]#[N:27] |^1:0|. Procedure details: A mixture of sodium (118 mg, 5.11 mmol) and 2-methoxyethanol (5 mL) is heated at 120-130° C. for 3 hours. 4-[(2,4-Dichloro-5-methoxyphenyl)amino]-7-fluoro-6-methoxy-3-quinolinecarbonitrile (500 mg, 1.28 mmol) is added and the reaction mixture is heated at 120-125° C. for 1 hour. The temperature of the reaction mixture is increased to 140-150° C. and this temperature is maintained for 2.5 hours. The reaction mixture is cooled to room temperature and diluted with ice cold aqueous sodium bicarbonat... Reactants: C(C)(C)(C)OC(=O)NS(=O)(=O)N1CCN(CC12CC2)C=2C1=C(N=CN2)N(C=C1)C(=O)OC(C)(C)C (Tert-butyl 4-[8-(tert-butoxycarbonylsulfamoyl)-5,8-diazaspiro[2.5]octan-5-yl]pyrrolo[2,3-d]pyrimidine-7-carboxylate), C(C)(C)(C)OC(=O)NS(=O)(=O)N1CCN(CC12CC2)C=2C1=C(N=CN2)N(C=C1)C(=O)OC(C)(C)C (Tert-butyl 4-[8-(tert-butoxycarbonylsulfamoyl)-5,8-diazaspiro[2.5]octan-5-yl]pyrrolo[2,3-d]pyrimidine-7-carboxylate), crude mixture, C(C)(C)OC(=O)\N=N/C(OC(C)C)=O (isopropyl (NZ)—N-isopropoxycarbonyliminocarbamate), C(C1=CC=CC=C1)N1[C@@H](CCC1)CO ([(2S)-1-benzylpyrrolidin-2-yl]methanol), C1(=CC=CC=C1)P(C1=CC=CC=C1)C1=CC=CC=C1 (triphenylphosphine). The solvent is C1CCOC1 (THF), O (water). Run at temperature 0 celsius, time 16 hour. Yields the product C(C1=CC=CC=C1)N1[C@@H](CCC1)CN(S(=O)(=O)N1CCN(CC12CC2)C=2C1=C(N=CN2)N(C=C1)C(=O)OC(C)(C)C)C(=O)OC(C)(C)C (tert-butyl 4-[8-[[(2S)-1-benzylpyrrolidin-2-yl]methyl-tert-butoxycarbonyl-sulfamoyl]-5,8-diazaspiro[2.5]octan-5-yl]pyrrolo[2,3-d]pyrimidine-7-carboxylate). Reaction SMILES: [C:1]([O:5][C:6]([NH:8][S:9]([N:12]1[C:17]2([CH2:19][CH2:18]2)[CH2:16][N:15]([C:20]2[C:21]3[CH:28]=[CH:27][N:26]([C:29]([O:31][C:32]([CH3:35])([CH3:34])[CH3:33])=[O:30])[C:22]=3[N:23]=[CH:24][N:25]=2)[CH2:14][CH2:13]1)(=[O:11])=[O:10])=[O:7])([CH3:4])([CH3:3])[CH3:2].[CH2:36]([N:43]1[CH2:47][CH2:46][CH2:45][C@H:44]1[CH2:48]O)[C:37]1[CH:42]=[CH:41][CH:40]=[CH:39][CH:38]=1.C1(P(C2C=CC=CC=2)C2C=CC=CC=2)C=CC=CC=1.C(OC(/N=N\C(=O)OC(C)C)=O)(C)C>C1COCC1.O>[CH2:36]([N:43]1[CH2:47][CH2:46][CH2:45][C@H:44]1[CH2:48][N:8]([C:6]([O:5][C:1]([CH3:4])([CH3:3])[CH3:2])=[O:7])[S:9]([N:12]1[C:17]2([CH2:18][CH2:19]2)[CH2:16][N:15]([C:20]2[C:21]3[CH:28]=[CH:27][N:26]([C:29]([O:31][C:32]([CH3:35])([CH3:34])[CH3:33])=[O:30])[C:22]=3[N:23]=[CH:24][N:25]=2)[CH2:14][CH2:13]1)(=[O:11])=[O:10])[C:37]1[CH:42]=[CH:41][CH:40]=[CH:39][CH:38]=1. Procedure details: Tert-butyl 4-[8-(tert-butoxycarbonylsulfamoyl)-5,8-diazaspiro[2.5]octan-5-yl]pyrrolo[2,3-d]pyrimidine-7-carboxylate (intermediate 47) (0.55 mmol) was dissolved in dry THF (3 mL) and added [(2S)-1-benzylpyrrolidin-2-yl]methanol (0.61 mmol) and triphenylphosphine (0.66 mmol). The reaction mixture was cooled to 0° C. and slowly added isopropyl (NZ)—N-isopropoxycarbonyliminocarbamate (0.66 mmol). The reaction mixture was allowed to warm up freely to rt and stirred at rt for 16 h. The crude mixture w...